This data is from the Open Reaction Database (ORD), a public repository of structured organic reaction records. The task is: describe an organic reaction: reactants, conditions, products, and yield Starting materials: C=C(C)B(O)O, CCO, Cc1ccccc1, CC(C)c1cc(C#N)cc2nc(-c3ccc(C(=O)NCC4CCN(c5ccnc(Cl)n5)CC4)cc3)oc12, [Na+], [Na+], O=C([O-])[O-], O, [Pd], c1ccc(P(c2ccccc2)c2ccccc2)cc1, c1ccc(P(c2ccccc2)c2ccccc2)cc1, c1ccc(P(c2ccccc2)c2ccccc2)cc1, c1ccc(P(c2ccccc2)c2ccccc2)cc1. The product is C=C(C)c1nccc(N2CCC(CNC(=O)c3ccc(-c4nc5cc(C#N)cc(C(C)C)c5o4)cc3)CC2)n1. Reaction SMILES: [C:7](=[CH2:8])([CH3:9])[B:10]([OH:11])[OH:12].[CH3:135][CH2:136][OH:137].[CH3:51][c:52]1[cH:53][cH:54][cH:55][cH:56][cH:57]1.[Cl:13][c:14]1[n:15][cH:16][cH:17][c:18]([N:20]2[CH2:21][CH2:22][CH:23]([CH2:26][NH:27][C:28]([c:29]3[cH:30][cH:31][c:32](-[c:35]4[o:36][c:37]5[c:38]([n:39]4)[cH:40][c:41]([C:47]#[N:48])[cH:42][c:43]5[CH:44]([CH3:45])[CH3:46])[cH:33][cH:34]3)=[O:49])[CH2:24][CH2:25]2)[n:19]1.[Na+:1].[Na+:2].[O-:3][C:4](=[O:5])[O-:6].[OH2:50].[Pd:134].[c:115]1([P:116]([c:117]2[cH:118][cH:119][cH:120][cH:121][cH:122]2)[c:123]2[cH:124][cH:125][cH:126][cH:127][cH:128]2)[cH:129][cH:130][cH:131][cH:132][cH:133]1.[c:58]1([P:59]([c:60]2[cH:61][cH:62][cH:63][cH:64][cH:65]2)[c:66]2[cH:67][cH:68][cH:69][cH:70][cH:71]2)[cH:72][cH:73][cH:74][cH:75][cH:76]1.[c:77]1([P:78]([c:79]2[cH:80][cH:81][cH:82][cH:83][cH:84]2)[c:85]2[cH:86][cH:87][cH:88][cH:89][cH:90]2)[cH:91][cH:92][cH:93][cH:94][cH:95]1.[c:96]1([P:97]([c:98]2[cH:99][cH:100][cH:101][cH:102][cH:103]2)[c:104]2[cH:105][cH:106][cH:107][cH:108][cH:109]2)[cH:110][cH:111][cH:112][cH:113][cH:114]1>>[C:7](=[CH2:8])([CH3:9])[c:14]1[n:15][cH:16][cH:17][c:18]([N:20]2[CH2:21][CH2:22][CH:23]([CH2:26][NH:27][C:28]([c:29]3[cH:30][cH:31][c:32](-[c:35]4[o:36][c:37]5[c:38]([n:39]4)[cH:40][c:41]([C:47]#[N:48])[cH:42][c:43]5[CH:44]([CH3:45])[CH3:46])[cH:33][cH:34]3)=[O:49])[CH2:24][CH2:25]2)[n:19]1. Reactants: [Na] (sodium), C(CC(=O)OCC)(=O)OCC (Diethyl malonate), [O-]CC.[Na+] (sodium ethoxide), BrC(C)CCC (2-bromopentane). Run in C(C)O (ethanol), C(C)O (ethanol). Run at temperature 80 celsius, time 24 hour. Product: [O-]CC.[Na+] (Sodium ethoxide), C(C)OC(C(C(=O)OCC)C(C)CCC)=O (Diethyl(2-pentyl)malonate). Reaction SMILES: [Na].[C:2]([O:10][CH2:11][CH3:12])(=[O:9])[CH2:3][C:4]([O:6][CH2:7][CH3:8])=[O:5].[O-]CC.[Na+:16].Br[CH:18]([CH2:20][CH2:21][CH3:22])[CH3:19]>C(O)C>[O-:5][CH2:4][CH3:3].[Na+:16].[CH2:11]([O:10][C:2](=[O:9])[CH:3]([CH:18]([CH2:20][CH2:21][CH3:22])[CH3:19])[C:4]([O:6][CH2:7][CH3:8])=[O:5])[CH3:12] |f:2.3,6.7,^1:0|. Procedure details: Sodium ethoxide was prepared from sodium metal (7.61 g) and absolute ethanol (200 ml). Diethyl malonate (50.3 ml) was added dropwise to the ethanol containing sodium ethoxide. After heating to 80° C., 2-bromopentane (50 g) was added and the mixture was reflued for 24 h. Diethyl(2-pentyl)malonate (62.7 g) was obtained after the usual work-up. Diethyl(2-pentyl)malonate was added to a 50% potassium hydroxide solution and the mixture was heated for 3 h while water/ethanol being distilled off. After ... Reactants: C, CCCCn1c(=O)c(NC(=O)Nc2c(C(C)C)cc(NC(c3ccccc3)(c3ccccc3)c3ccccc3)cc2C(C)C)c(-c2cccc(OC)c2)c2cccnc21, CCO, [Pd]. Product: CCCCn1c(=O)c(NC(=O)Nc2c(C(C)C)cc(N)cc2C(C)C)c(-c2cccc(OC)c2)c2cccnc21. RXN SMILES: [C:63].[CH2:1]([CH2:2][CH2:3][CH3:4])[n:5]1[c:6](=[O:59])[c:7]([NH:23][C:24](=[O:25])[NH:26][c:27]2[c:28]([CH:56]([CH3:57])[CH3:58])[cH:29][c:30]([NH:36][C:37]([c:38]3[cH:39][cH:40][cH:41][cH:42][cH:43]3)([c:44]3[cH:45][cH:46][cH:47][cH:48][cH:49]3)[c:50]3[cH:51][cH:52][cH:53][cH:54][cH:55]3)[cH:31][c:32]2[CH:33]([CH3:34])[CH3:35])[c:8](-[c:15]2[cH:16][c:17]([O:21][CH3:22])[cH:18][cH:19][cH:20]2)[c:9]2[cH:10][cH:11][cH:12][n:13][c:14]12.[CH3:60][CH2:61][OH:62].[Pd:64]>>[CH2:1]([CH2:2][CH2:3][CH3:4])[n:5]1[c:6](=[O:59])[c:7]([NH:23][C:24](=[O:25])[NH:26][c:27]2[c:28]([CH:56]([CH3:57])[CH3:58])[cH:29][c:30]([NH2:36])[cH:31][c:32]2[CH:33]([CH3:34])[CH3:35])[c:8](-[c:15]2[cH:16][c:17]([O:21][CH3:22])[cH:18][cH:19][cH:20]2)[c:9]2[cH:10][cH:11][cH:12][n:13][c:14]12. The reactants are C1=C(C=CC2=CC=CC=C12)C1=C2C=CC=CC2=C(C2=CC=CC=C12)C=1C=C2C=3C=CC=CC3C=C(C2=CC1)C(=O)O (6-(10-naphth-2-ylanthracen-9-yl)phenanthrene-9-carboxylic acid), N#N (N2), CO.O (MeOH water). The reagents and catalysts are [Cr](=O)([O-])[O-].[Cu+2] (copper chromite). The solvent is N1=CC=CC2=CC=CC=C12 (quinoline). Product: C1=C(C=CC2=CC=CC=C12)C1=C2C=CC=CC2=C(C2=CC=CC=C12)C=1C=C2C=3C=CC=CC3C=CC2=CC1 (6-(10-Naphthalen-2-ylanthracen-9-yl)phenanthrene). Reaction SMILES: [CH:1]1[C:10]2[C:5](=[CH:6][CH:7]=[CH:8][CH:9]=2)[CH:4]=[CH:3][C:2]=1[C:11]1[C:24]2[C:19](=[CH:20][CH:21]=[CH:22][CH:23]=2)[C:18]([C:25]2[CH:26]=[C:27]3[C:36](=[CH:37][CH:38]=2)[C:35](C(O)=O)=[CH:34][C:33]2[CH:32]=[CH:31][CH:30]=[CH:29][C:28]3=2)=[C:17]2[C:12]=1[CH:13]=[CH:14][CH:15]=[CH:16]2.N#N.CO.O>N1C2C(=CC=CC=2)C=CC=1.[Cr]([O-])([O-])=O.[Cu+2]>[CH:1]1[C:10]2[C:5](=[CH:6][CH:7]=[CH:8][CH:9]=2)[CH:4]=[CH:3][C:2]=1[C:11]1[C:12]2[C:17](=[CH:16][CH:15]=[CH:14][CH:13]=2)[C:18]([C:25]2[CH:26]=[C:27]3[C:36](=[CH:37][CH:38]=2)[CH:35]=[CH:34][C:33]2[CH:32]=[CH:31][CH:30]=[CH:29][C:28]3=2)=[C:19]2[C:24]=1[CH:23]=[CH:22][CH:21]=[CH:20]2 |f:2.3,5.6|. Reported procedure: 49 g (94 mmol) of 6-(10-naphth-2-ylanthracen-9-yl)phenanthrene-9-carboxylic acid are suspended in 250 ml of quinoline, the suspension is saturated with N2, 11.8 g (38 mmol) of copper chromite are added, and the mixture is heated at the boil for 8 h. The mixture is subsequently poured into 1 l of MeOH/water, and the black solid is filtered off with suction, washed with MeOH and subjected to Soxhlet extraction with CHCl3. Removal of the solvent leaves a greyish solid, which is recrystallised four ... Run in C1=CC=CC=C1 (benzene), C1=CC=CC=C1 (benzene). Yields the product ClC1=C(C=CC=C1)C(Cl)C1=CC=C(C=C1)C1=CC=CC=C1 ((2-Chlorophenyl)-(biphenyl-4-yl)-chloromethane). Starting materials: ClC1=C(C=CC=C1)C(O)C1=CC=C(C=C1)C1=CC=CC=C1 (2-chlorophenyl-(biphenyl-4-yl)-carbinol), S(=O)(Cl)Cl (thionyl chloride). RXN SMILES: [Cl:1][C:2]1[CH:7]=[CH:6][CH:5]=[CH:4][C:3]=1[CH:8]([C:10]1[CH:15]=[CH:14][C:13]([C:16]2[CH:21]=[CH:20][CH:19]=[CH:18][CH:17]=2)=[CH:12][CH:11]=1)O.S(Cl)([Cl:24])=O>C1C=CC=CC=1>[Cl:1][C:2]1[CH:7]=[CH:6][CH:5]=[CH:4][C:3]=1[CH:8]([C:10]1[CH:15]=[CH:14][C:13]([C:16]2[CH:21]=[CH:20][CH:19]=[CH:18][CH:17]=2)=[CH:12][CH:11]=1)[Cl:24]. Reported procedure: 290 g (0.985 mol) of 2-chlorophenyl-(biphenyl-4-yl)-carbinol are dissolved in 1,000 ml of benzene and a solution of 144 ml (2 mols) of thionyl chloride in 400 ml of benzene is added slowly at 40° C. with stirring. The reaction mixture is heated under reflux for 15 hours. The solvent is distilled off in vacuo and the residue is stirred with 500 ml of petroleum ether. The crystals produced are filtered off and purified by recrystallization from ethanol. 36 g (89% of theory) of (2-chlorophenyl)-(bi... The reactants are FC(C(=COCC1=CC(=C(C=C1)F)OC1=CC=C(C=C1)Cl)C1=CC=C(C=C1)OCC)(F)F (1,1,1-trifluoro-2-(4-ethoxyphenyl)-3-[3-(4-chlorophenoxy)-4-fluorobenzyloxy]prop-2-ene). Reagents/catalysts: [Rh] (rhodium on alumina). Solvent: C(C)O (ethanol). Product: FC(C(COCC1=CC(=C(C=C1)F)OC1=CC=C(C=C1)Cl)C1=CC=C(C=C1)OCC)(F)F ((RS)-1,1,1-trifluoro-2-(4-ethoxyphenyl)-3-[3-(4-chlorophenoxy)-4-fluorobenzyloxy]propane). RXN SMILES: [F:1][C:2]([F:32])([F:31])[C:3]([C:22]1[CH:27]=[CH:26][C:25]([O:28][CH2:29][CH3:30])=[CH:24][CH:23]=1)=[CH:4][O:5][CH2:6][C:7]1[CH:12]=[CH:11][C:10]([F:13])=[C:9]([O:14][C:15]2[CH:20]=[CH:19][C:18]([Cl:21])=[CH:17][CH:16]=2)[CH:8]=1>[Rh].C(O)C>[F:32][C:2]([F:1])([F:31])[CH:3]([C:22]1[CH:23]=[CH:24][C:25]([O:28][CH2:29][CH3:30])=[CH:26][CH:27]=1)[CH2:4][O:5][CH2:6][C:7]1[CH:12]=[CH:11][C:10]([F:13])=[C:9]([O:14][C:15]2[CH:20]=[CH:19][C:18]([Cl:21])=[CH:17][CH:16]=2)[CH:8]=1. Reported procedure: A mixture of 1,1,1-trifluoro-2-(4-ethoxyphenyl)-3-[3-(4-chlorophenoxy)-4-fluorobenzyloxy]prop-2-ene (6 g), rhodium on alumina (0.45 g - commercially available from the Aldrich Chemical Company Ltd, The old Brickyard, New Road, Gillingham, Dorset, England) and ethanol (130 cm3) was stirred under hydrogen at a pressure of 3.2 atmospheres for 8 hours. The catalyst was removed by filtration and the solvent evaporated under reduced pressure. The residual oil was purified by column chromatography on a...